Dataset: the Open Reaction Database (ORD), a public repository of structured organic reaction records. Task: describe an organic reaction: reactants, conditions, products, and yield Reactants: COC=1C=CC2=C(NC(C=3CCCNC23)=O)C1 (8-Methoxy-1,2,3,4-tetrahydrobenzo[h][1,6]naphthyridine-5(6H)-one), O1CCOCC1.Cl (hydrochloric acid 1,4-dioxane). Solvent: O1CCOCC1 (1,4-dioxane). Conditions: time 24 hour. Yields the product Cl.COC=1C=CC2=C(NC(C=3CCCNC23)=O)C1 (8-Methoxy-1,2,3,4-tetrahydrobenzo[h][1,6]naphthyridine-5(6H)-one hydrochloride). The yield is 56.9%. As a reaction SMILES: [CH3:1][O:2][C:3]1[CH:4]=[CH:5][C:6]2[C:15]3[NH:14][CH2:13][CH2:12][CH2:11][C:10]=3[C:9](=[O:16])[NH:8][C:7]=2[CH:17]=1.O1CCOCC1.[ClH:24]>O1CCOCC1>[ClH:24].[CH3:1][O:2][C:3]1[CH:4]=[CH:5][C:6]2[C:15]3[NH:14][CH2:13][CH2:12][CH2:11][C:10]=3[C:9](=[O:16])[NH:8][C:7]=2[CH:17]=1 |f:1.2,4.5|. Procedure details: The compound (57.8 mg, 0.251 mmol) prepared in step 5 was dissolved in 1,4-dioxane (1 ml), added with 3.6N hydrochloric acid 1,4-dioxane solution (1 ml) and then stirred for 24 hours. Once the reaction was completed, the solvent was removed under reduced pressure and accordingly obtained residue was stirred for 30 minutes in ethyl acetate/diethyl ether. The resultant solid was filtered and washed with diethyl ether to obtain the title compound (38.1 mg, yield: 56.9%, green solid). Starting materials: NC1=NC=C(C=N1)C1=CC=C(C=C1)C1(CCC1)C1=NOC(=N1)C=1C=NN(C1)CC(=O)N1CC(CC1)OC1OCCCC1 (2-[4-(3-{1-[4-(2-Amino-pyrimidin-5-yl)-phenyl]-cyclobutyl}-[1,2,4]oxadiazol-5-yl)-pyrazol-1-yl]-1-[3-(tetrahydro-pyran-2-yloxy)-pyrrolidin-1-yl]-ethanone), C1(=CC=C(C=C1)S(=O)(=O)O)C (p-toluenesulfonic acid). Run in C(C)O (ethanol). Reaction conditions: temperature 60 celsius, time 2.5 hour. Product: NC1=NC=C(C=N1)C1=CC=C(C=C1)C1(CCC1)C1=NOC(=N1)C=1C=NN(C1)CC(=O)N1CC(CC1)O (2-[4-(3-{1-[4-(2-Amino-pyrimidin-5-yl)-phenyl]-cyclobutyl}-[1,2,4]oxadiazol-5-yl)-pyrazol-1-yl]-1-(3-hydroxy-pyrrolidin-1-yl)-ethanone). The yield is 39.7%. Reaction SMILES: [NH2:1][C:2]1[N:7]=[CH:6][C:5]([C:8]2[CH:13]=[CH:12][C:11]([C:14]3([C:18]4[N:22]=[C:21]([C:23]5[CH:24]=[N:25][N:26]([CH2:28][C:29]([N:31]6[CH2:35][CH2:34][CH:33]([O:36]C7CCCCO7)[CH2:32]6)=[O:30])[CH:27]=5)[O:20][N:19]=4)[CH2:17][CH2:16][CH2:15]3)=[CH:10][CH:9]=2)=[CH:4][N:3]=1.C1(C)C=CC(S(O)(=O)=O)=CC=1>C(O)C>[NH2:1][C:2]1[N:3]=[CH:4][C:5]([C:8]2[CH:13]=[CH:12][C:11]([C:14]3([C:18]4[N:22]=[C:21]([C:23]5[CH:24]=[N:25][N:26]([CH2:28][C:29]([N:31]6[CH2:35][CH2:34][CH:33]([OH:36])[CH2:32]6)=[O:30])[CH:27]=5)[O:20][N:19]=4)[CH2:17][CH2:16][CH2:15]3)=[CH:10][CH:9]=2)=[CH:6][N:7]=1. Reported procedure: R105 (65.0 mg, 0.114 mmol) is treated with ethanol (1.5 mL) and p-toluenesulfonic acid (5.7 mg, 0.20 mmol) and the resulting mixture is stirred at 60° C. for 2.5 hours. The reaction was cooled to room temperature and filtered. The resulting solid was purified by reverse-phase preparative HPLC eluting 10-90% acetonitrile/water/0.1% formic acid to give Example 239 (22.0 mg); m/z 487.4 [M+1]. The reactants are O1C(=CC=C1)C1=NN=C(O1)NC(=O)C1=CC=C(C=C1)I (N-[5-(2-furyl)-1,3,4-oxadiazol-2-yl]-4-iodobenzenecarboxamide), O1C(=CC=C1)C1=NN=C(O1)NC(=O)C1=CC(=CC=C1)I (N-[5-(2-furyl)-1,3,4-oxadiazol-2-yl]-3-iodobenzenecarboxamide), S(N)(=O)(=O)C1=CC=C(C=C1)B1OC(C)(C)C(C)(C)O1 (4-sulfamoylphenylboronic acid pinacol ester). The product is O1C(=CC=C1)C1=NN=C(O1)NC(=O)C1=CC=C(C=C1)C1=CC=C(C=C1)S(N)(=O)=O (N-[5-(2-Furyl)-1,3,4-oxadiazol-2-yl]-4′-sulfamoyl-4-biphenylcarboxamide). RXN SMILES: [O:1]1[CH:5]=[CH:4][CH:3]=[C:2]1[C:6]1[O:10][C:9]([NH:11][C:12]([C:14]2[CH:19]=[CH:18][C:17](I)=[CH:16][CH:15]=2)=[O:13])=[N:8][N:7]=1.O1C=CC=C1C1OC(NC(C2C=CC=C(I)C=2)=O)=NN=1.[S:41]([C:45]1[CH:50]=[CH:49][C:48](B2OC(C)(C)C(C)(C)O2)=[CH:47][CH:46]=1)(=[O:44])(=[O:43])[NH2:42]>>[O:1]1[CH:5]=[CH:4][CH:3]=[C:2]1[C:6]1[O:10][C:9]([NH:11][C:12]([C:14]2[CH:19]=[CH:18][C:17]([C:48]3[CH:49]=[CH:50][C:45]([S:41](=[O:44])(=[O:43])[NH2:42])=[CH:46][CH:47]=3)=[CH:16][CH:15]=2)=[O:13])=[N:8][N:7]=1. Procedure details: The title compound was synthesized in accordance with the synthesis method of compound Ia-50 described below, using N-[5-(2-furyl)-1,3,4-oxadiazol-2-yl]-4-iodobenzenecarboxamide prepared in Reference Example 1 instead of N-[5-(2-furyl)-1,3,4-oxadiazol-2-yl]-3-iodobenzenecarboxamide and using commercially available 4-sulfamoylphenylboronic acid pinacol ester instead of 1-methyl-5-indoleboronic acid pinacol ester. Reported procedure: 3.3 g (0.0072 mole) of tetraethyl 2-(benzylimidazol-2-yl)ethane-1,1-diphosphonate are dissolved in 50 ml of liquid ammonia and, with stirring, 1.0 g of sodium is added gradually in small portions until the blue colour of the solution is maintained for some time. Then 2.35 g of ammonium chloride are added in portions. The ammonia is then removed by evaporation, the residue is taken up in diethyl ether, the solution is filtered and the filtrate is concentrated by evaporation, affording tetraethyl ... Reactants: C(C1=CC=CC=C1)C=1N=C(NC1)CC(P(OCC)(=O)OCC)P(OCC)(=O)OCC (tetraethyl 2-(benzylimidazol-2-yl)ethane-1,1-diphosphonate), [Cl-].[NH4+] (ammonium chloride), [Na] (sodium). Solvent: liquid, N (ammonia). RXN SMILES: C([C:8]1[N:9]=[C:10]([CH2:13][CH:14]([P:23]([O:28][CH2:29][CH3:30])(=[O:27])[O:24][CH2:25][CH3:26])[P:15]([O:20][CH2:21][CH3:22])(=[O:19])[O:16][CH2:17][CH3:18])[NH:11][CH:12]=1)C1C=CC=CC=1.[Na].[Cl-].[NH4+]>N>[NH:9]1[CH:8]=[CH:12][N:11]=[C:10]1[CH2:13][CH:14]([P:23]([O:28][CH2:29][CH3:30])(=[O:27])[O:24][CH2:25][CH3:26])[P:15]([O:20][CH2:21][CH3:22])(=[O:19])[O:16][CH2:17][CH3:18] |f:2.3,^1:30|. Product: N1C(=NC=C1)CC(P(OCC)(=O)OCC)P(OCC)(=O)OCC (tetraethyl 2-(imidazol-2-yl)ethane-1,1-diphosphonate). The reactants are Cl.Cl.Cl.C1(CC1)NC(=O)C1=CC=CC=2SC(=CC21)C2=NC(=NC=C2Cl)NCCCN2CCN(CC2)C (2-{5-chloro-2-[3-(4-methylpiperazin-1-yl)-propylamino]-pyrimidin-4-yl}-benzo[b]thiophene-4-carboxylic acid cyclopropylamide tri-hydrochloride), CNC(=O)C1=CC=CC=2SC(=CC21)C2=NC(=NC=C2Cl)Cl (2-(2,5-dichloropyrimidin-4-yl)-benzo[b]thiophene-4-carboxylic acid methylamide), C(C)N1CCN(CC1)CCCN (3-(4-ethylpiperazin-1-yl)-propylamine). The product is Cl.Cl.Cl.CNC(=O)C1=CC=CC=2SC(=CC21)C2=NC(=NC=C2Cl)NCCCN2CCN(CC2)CC (2-{5-Chloro-2-[3-(4-ethylpiperazin-1-yl)-propylamino]-pyrimidin-4-yl}-benzo[b]thiophene-4-carboxylic acid methylamide tri-hydrochloride). Reaction SMILES: [ClH:1].Cl.Cl.[CH:4]1([NH:7][C:8]([C:10]2[C:18]3[CH:17]=[C:16]([C:19]4[C:24]([Cl:25])=[CH:23][N:22]=[C:21]([NH:26][CH2:27][CH2:28][CH2:29][N:30]5[CH2:35][CH2:34][N:33]([CH3:36])[CH2:32][CH2:31]5)[N:20]=4)[S:15][C:14]=3[CH:13]=[CH:12][CH:11]=2)=[O:9])CC1.[CH3:37]NC(C1C2C=C(C3C([Cl:56])=CN=C(Cl)N=3)SC=2C=CC=1)=O.C(N1CCN(CCCN)CC1)C>>[ClH:25].[ClH:56].[ClH:1].[CH3:4][NH:7][C:8]([C:10]1[C:18]2[CH:17]=[C:16]([C:19]3[C:24]([Cl:25])=[CH:23][N:22]=[C:21]([NH:26][CH2:27][CH2:28][CH2:29][N:30]4[CH2:31][CH2:32][N:33]([CH2:36][CH3:37])[CH2:34][CH2:35]4)[N:20]=3)[S:15][C:14]=2[CH:13]=[CH:12][CH:11]=1)=[O:9] |f:0.1.2.3,6.7.8.9|. Procedure details: Using the method of 2-{5-chloro-2-[3-(4-methylpiperazin-1-yl)-propylamino]-pyrimidin-4-yl}-benzo[b]thiophene-4-carboxylic acid cyclopropylamide tri-hydrochloride, the title compound is synthesized from 2-(2,5-dichloropyrimidin-4-yl)-benzo[b]thiophene-4-carboxylic acid methylamide and 3-(4-ethylpiperazin-1-yl)-propylamine and isolated as a yellow solid. ES+(m/z) 473 (35Cl) and 475 (37Cl) [M(free base)+H]. The reactants are [Cl-], Cl, [K+], O=N[O-], Nc1cc2[nH]c(=O)sc2cc1F, [Na+], [OH-]. The product is NNc1cc2[nH]c(=O)sc2cc1F. Reaction SMILES: [Cl-:17].[ClH:20].[K+:19].[N:13]([O-:14])=[O:15].[NH2:1][c:2]1[c:3]([F:12])[cH:4][c:5]2[c:6]([nH:7][c:8](=[O:10])[s:9]2)[cH:11]1.[Na+:16].[OH-:18]>>[NH:1]([c:2]1[c:3]([F:12])[cH:4][c:5]2[c:6]([nH:7][c:8](=[O:10])[s:9]2)[cH:11]1)[NH2:13]. Starting materials: CC=1N=CNC1CSCCN (4-methyl-5-[(2-aminoethyl)thiomethyl]-imidazole), C(C)N=C=S (ethyl isothiocyanate). Run in C(C)O (ethanol). Product: C(C)NC(=S)NCCSCC1=C(N=CN1)C (N-ethyl-N'-[2-((4-methyl-5-imidazolyl)methylthio)ethyl]thiourea). Yield: 86.4%. RXN SMILES: [CH3:1][C:2]1[N:3]=[CH:4][NH:5][C:6]=1[CH2:7][S:8][CH2:9][CH2:10][NH2:11].[CH2:12]([N:14]=[C:15]=[S:16])[CH3:13]>C(O)C>[CH2:12]([NH:14][C:15]([NH:11][CH2:10][CH2:9][S:8][CH2:7][C:6]1[NH:5][CH:4]=[N:3][C:2]=1[CH3:1])=[S:16])[CH3:13]. Procedure details: (i) A solution of 4-methyl-5-[(2-aminoethyl)thiomethyl]-imidazole (6.9 g.) and ethyl isothiocyanate (3.84 g.) in ethanol was heated under reflux for 2 hours. Concentration followed by recrystallisation of the residue from aqueous ethanol gave N-ethyl-N'-[2-((4-methyl-5-imidazolyl)methylthio)ethyl]thiourea (9.0 g.), m.p. 140°-141°. (Found: C, 46.5; H, 7.1; N, 21.7; S, 25.1. C10H18N4S2 requries: C, 46.5; H, 7.0; N, 21.7; S, 24.8).